From a dataset of the Open Reaction Database (ORD), a public repository of structured organic reaction records. describe an organic reaction: reactants, conditions, products, and yield Reactants: NC=1SC=C(N1)C(C(=O)N[C@H]1[C@@H]2N(C(=C(CS2)CSC2=NNC(C(N2C)=O)=O)C(=O)OC(C2=CC=CC=C2)C2=CC=CC=C2)C1=O)=NOC1CC1 (benzhydryl 7β-[2-(2-aminothiazol-4-yl)-2-(cyclopropyloxyimino)acetamido]-3-(5,6-dioxo-4-methyl-1,4,5,6-tetrahydro-1,2,4-triazin-3-yl)thiomethyl-3-cephem-4-carboxylate), FC(C(=O)O)(F)F (trifluoroacetic acid), C(C)(C)OC(C)C (diisopropyl ether). Solvent: C1(=CC=CC=C1)OC (anisol), C(Cl)Cl (methylene chloride). Conditions: time 30 minute. Yields the product NC=1SC=C(N1)C(C(=O)N[C@H]1[C@@H]2N(C(=C(CS2)CSC2=NNC(C(N2C)=O)=O)C(=O)O)C1=O)=NOC1CC1 (7β-[2-(2-aminothiazol-4-yl)-2-(cyclopropyloxyimino)acetamido]-3-(5,6-dioxo-4-methyl-1,4,5,6-tetrahydro-1,2,4-triazin-3-yl)thiomethyl-3-cephem-4-carboxylic acid). Yield: 57.7%. As a reaction SMILES: [NH2:1][C:2]1[S:3][CH:4]=[C:5]([C:7](=[N:47][O:48][CH:49]2[CH2:51][CH2:50]2)[C:8]([NH:10][C@@H:11]2[C:45](=[O:46])[N:13]3[C:14]([C:29]([O:31]C(C4C=CC=CC=4)C4C=CC=CC=4)=[O:30])=[C:15]([CH2:18][S:19][C:20]4[N:25]([CH3:26])[C:24](=[O:27])[C:23](=[O:28])[NH:22][N:21]=4)[CH2:16][S:17][C@H:12]23)=[O:9])[N:6]=1.FC(F)(F)C(O)=O.C(OC(C)C)(C)C>C1(OC)C=CC=CC=1.C(Cl)Cl>[NH2:1][C:2]1[S:3][CH:4]=[C:5]([C:7](=[N:47][O:48][CH:49]2[CH2:51][CH2:50]2)[C:8]([NH:10][C@@H:11]2[C:45](=[O:46])[N:13]3[C:14]([C:29]([OH:31])=[O:30])=[C:15]([CH2:18][S:19][C:20]4[N:25]([CH3:26])[C:24](=[O:27])[C:23](=[O:28])[NH:22][N:21]=4)[CH2:16][S:17][C@H:12]23)=[O:9])[N:6]=1. Reported procedure: To a suspension of benzhydryl 7β-[2-(2-aminothiazol-4-yl)-2-(cyclopropyloxyimino)acetamido]-3-(5,6-dioxo-4-methyl-1,4,5,6-tetrahydro-1,2,4-triazin-3-yl)thiomethyl-3-cephem-4-carboxylate (syn isomer) (350 mg) in a mixture of anisol (0.5 ml) and methylene chloride (1.5 ml) was added trifluoroacetic acid (1 ml) under ice-cooling. The mixture was stirred at the same temperature for 30 minutes. The mixture was poured into diisopropyl ether (100 ml) and the resulted precipitate was collected. The prec...